Dataset: the Open Reaction Database (ORD), a public repository of structured organic reaction records. Task: describe an organic reaction: reactants, conditions, products, and yield Reactants: ice water, BrC=1C=NC2=CC=CC=C2C1Cl (3-bromo-4-chloroquinoline), NCC1(CCCCC1)O (1-aminomethyl-1-cyclohexanol), Cl (HCl), C(C)OC(C)O (ethoxyethanol). Run in C(C)N(CC)CC (triethylamine). Yields the product BrC=1C=NC2=CC=CC=C2C1NCC1(CCCCC1)O (3-Bromo-N-(1-hydroxycyclohexylmethyl)-4-quinolinamine). As a reaction SMILES: [Br:1][C:2]1[CH:3]=[N:4][C:5]2[C:10]([C:11]=1Cl)=[CH:9][CH:8]=[CH:7][CH:6]=2.[NH2:13][CH2:14][C:15]1([OH:21])[CH2:20][CH2:19][CH2:18][CH2:17][CH2:16]1.Cl.C(OC(O)C)C>C(N(CC)CC)C>[Br:1][C:2]1[CH:3]=[N:4][C:5]2[C:10]([C:11]=1[NH:13][CH2:14][C:15]1([OH:21])[CH2:20][CH2:19][CH2:18][CH2:17][CH2:16]1)=[CH:9][CH:8]=[CH:7][CH:6]=2. Reported procedure: A mixture of 3-bromo-4-chloroquinoline (12.1 g), 1-aminomethyl-1-cyclohexanol.HCl (8.3 g), triethylamine (7.2 g) and 30 ml of ethoxyethanol was stirred at 120° C. for 5 hours and poured into 250 ml of ice water. The solid was filtered and recrystallized from acetone. The yield was 6.5 g, mp 130°-132° C. Starting materials: C(=O)(OC(C)(C)C)N([C@@H]1C=C[C@@H](C1)N1C2=NC(=NC(=C2N=C1)Cl)Cl)C(=O)OC(C)(C)C (di-Boc-[(1S,4R)-4-(2,6-dichloro-purin-9-yl)-cyclopent-2-enyl]-amine), C(C)(C)(C)OC(NC(CC)=O)=O (propionyl-carbamic acid tert-butyl ester). Yields the product C(C)(C)(C)OC(N(C(CC)=O)[C@@H]1C=C[C@@H](C1)N1C2=NC(=NC(=C2N=C1)Cl)Cl)=O ([(1S,4R)-4-(2,6-Dichloro-purin-9-yl)-cyclopent-2-enyl]-propionyl-carbamic acid tert-butyl ester). Reaction SMILES: [C:1]([N:8]([C:25]([O:27]C(C)(C)C)=O)[C@H:9]1[CH2:13][C@@H:12]([N:14]2[CH:22]=[N:21][C:20]3[C:15]2=[N:16][C:17]([Cl:24])=[N:18][C:19]=3[Cl:23])[CH:11]=[CH:10]1)([O:3][C:4]([CH3:7])([CH3:6])[CH3:5])=[O:2].[C:32](OC(=O)NC(=O)CC)(C)(C)[CH3:33]>>[C:4]([O:3][C:1](=[O:2])[N:8]([C@H:9]1[CH2:13][C@@H:12]([N:14]2[CH:22]=[N:21][C:20]3[C:15]2=[N:16][C:17]([Cl:24])=[N:18][C:19]=3[Cl:23])[CH:11]=[CH:10]1)[C:25](=[O:27])[CH2:32][CH3:33])([CH3:5])([CH3:7])[CH3:6]. Procedure: The title compound is prepared analogously to di-Boc-[(1S,4R)-4-(2,6-dichloro-purin-9-yl)-cyclopent-2-enyl]-amine by replacing di-t-butyliminodicarboxylate with propionyl-carbamic acid tert-butyl ester. Reactants: [Al+3], CC(=O)Cl, CC1=CC(C)(C)c2ccccc21, [Cl-], [Cl-], [Cl-], ClCCCl. The product is CC(=O)C1=C(C)c2ccccc2C1(C)C. RXN SMILES: [Al+3:20].[CH3:13][C:14]([Cl:15])=[O:16].[CH3:1][C:2]1=[CH:3][C:4]([CH3:11])([CH3:12])[c:5]2[cH:6][cH:7][cH:8][cH:9][c:10]21.[Cl-:17].[Cl-:18].[Cl-:19].[Cl:21][CH2:22][CH2:23][Cl:24]>>[CH3:1][C:2]1=[C:3]([C:14]([CH3:13])=[O:16])[C:4]([CH3:11])([CH3:12])[c:5]2[cH:6][cH:7][cH:8][cH:9][c:10]21. Reactants: diazo, Br (hydrobromic acid), NC1=C(C=C(C=C1)C1=NOC(C1)(C(F)(F)F)C1=CC(=CC(=C1)Cl)Cl)C (3-(4-amino-3-methylphenyl)-5-(3,5-dichlorophenyl)-5-trifluoromethyl-4,5-dihydroisoxazole), Br (hydrobromic acid), N(=O)[O-].[Na+] (sodium nitrite). The solvent is [Cu]Br (copper (I) bromide), O (water), O1CCOCC1 (1,4-dioxane), O (water), O (water). Product: BrC1=C(C=C(C=C1)C1=NOC(C1)(C(F)(F)F)C1=CC(=CC(=C1)Cl)Cl)C (3-(4-bromo-3-methylphenyl)-5-(3,5-dichlorophenyl)-5-trifluoromethyl-4,5-dihydroisoxazole). As a reaction SMILES: N[C:2]1[CH:7]=[CH:6][C:5]([C:8]2[CH2:12][C:11]([C:17]3[CH:22]=[C:21]([Cl:23])[CH:20]=[C:19]([Cl:24])[CH:18]=3)([C:13]([F:16])([F:15])[F:14])[O:10][N:9]=2)=[CH:4][C:3]=1[CH3:25].N([O-])=O.[Na+].[BrH:30]>O1CCOCC1.O.[Cu]Br>[Br:30][C:2]1[CH:7]=[CH:6][C:5]([C:8]2[CH2:12][C:11]([C:17]3[CH:22]=[C:21]([Cl:23])[CH:20]=[C:19]([Cl:24])[CH:18]=3)([C:13]([F:16])([F:15])[F:14])[O:10][N:9]=2)=[CH:4][C:3]=1[CH3:25] |f:1.2|. Reported procedure: in a solution of 0.50 g of 3-(4-amino-3-methylphenyl)-5-(3,5-dichlorophenyl)-5-trifluoromethyl-4,5-dihydroisoxazole in 1.0 ml of 1,4-dioxane and 2.0 ml of water, 1.0 ml of 47% hydrobromic acid was added, and stirred under reflux with heat for 1 hour. Then, the reaction mixture was cooled with ice, and a solution of 0.10 g of sodium nitrite in 1.0 ml of water was slowly added dropwise with stirring at a temperature of 5° C. or less, after the completion of the addition dropwise, continued to stir...